This data is from the Open Reaction Database (ORD), a public repository of structured organic reaction records. The task is: describe an organic reaction: reactants, conditions, products, and yield The reactants are BrC=1C(=NC(=NC1)Cl)N[C@H](C)C1=CC=CC=C1 ((R)-5-bromo-2-chloro-N-(1-phenylethyl)pyrimidin-4-amine), C(C#CC)(=O)OC (methyl but-2-ynoate), [Cl-].[Li+] (lithium chloride), C([O-])([O-])=O.[K+].[K+] (potassium carbonate). The reagents and catalysts are C(C)(=O)[O-].[Pd+2].C(C)(=O)[O-] (palladium acetate). The solvent is CN(C=O)C (N,N-dimethylformamide). Run at temperature 120 celsius. Product: ClC=1N=CC2=C(N1)N(C(=C2C(=O)OC)C)[C@H](C)C2=CC=CC=C2 ((R)-methyl 2-chloro-6-methyl-7-(1-phenylethyl)-7H-pyrrolo[2,3-d]pyrimidine-5-carboxylate). Yield: 15.2%. As a reaction SMILES: Br[C:2]1[C:3]([NH:9][C@@H:10]([C:12]2[CH:17]=[CH:16][CH:15]=[CH:14][CH:13]=2)[CH3:11])=[N:4][C:5]([Cl:8])=[N:6][CH:7]=1.[C:18]([O:23][CH3:24])(=[O:22])[C:19]#[C:20][CH3:21].[Cl-].[Li+].C(=O)([O-])[O-].[K+].[K+]>CN(C)C=O.C([O-])(=O)C.[Pd+2].C([O-])(=O)C>[Cl:8][C:5]1[N:6]=[CH:7][C:2]2[C:19]([C:18]([O:23][CH3:24])=[O:22])=[C:20]([CH3:21])[N:9]([C@@H:10]([C:12]3[CH:17]=[CH:16][CH:15]=[CH:14][CH:13]=3)[CH3:11])[C:3]=2[N:4]=1 |f:2.3,4.5.6,8.9.10|. Reported procedure: A solution of (R)-5-bromo-2-chloro-N-(1-phenylethyl)pyrimidin-4-amine (5 g, 16 mmol), methyl but-2-ynoate (3.1 g, 32 mmol), lithium chloride (690 mg, 16 mmol), potassium carbonate (5.5 g, 40 mmol) and palladium acetate (360 mg, 1.6 mmol) in N,N-dimethylformamide (50 mL) was degassed and back-filled with nitrogen for three times, then heated at 120° C. for 4 hours. The reaction mixture was filtered and the filtrate was concentrated in vacuo, extracted with ethyl acetate (50 mL), washed with water...